From a dataset of the Open Reaction Database (ORD), a public repository of structured organic reaction records. describe an organic reaction: reactants, conditions, products, and yield Reactants: [BH4-], CCC1Cc2cc(OC)ccc2C2CCC3(C)C(=O)CC=C3C12, CO, ClCCl, [Na+], [Na+], [OH-]. The product is CCC1Cc2cc(OC)ccc2C2CCC3(C)C(=CCC3O)C12. RXN SMILES: [BH4-:1].[CH2:5]([CH3:6])[CH:7]1[CH:8]2[C:9]3=[CH:10][CH2:11][C:12](=[O:27])[C:13]3([CH3:14])[CH2:15][CH2:16][CH:17]2[c:18]2[cH:19][cH:20][c:21]([O:25][CH3:26])[cH:22][c:23]2[CH2:24]1.[CH3:28][OH:29].[Cl:30][CH2:31][Cl:32].[Na+:2].[Na+:4].[OH-:3]>>[CH2:5]([CH3:6])[CH:7]1[CH:8]2[C:9]3=[CH:10][CH2:11][CH:12]([OH:27])[C:13]3([CH3:14])[CH2:15][CH2:16][CH:17]2[c:18]2[cH:19][cH:20][c:21]([O:25][CH3:26])[cH:22][c:23]2[CH2:24]1. The reactants are ClCCl, CNC, O=C1Nc2ccccc2N(C(=O)CCl)c2cscc21, [Na+], [Na+], O=C([O-])[O-]. Product: CN(C)CC(=O)N1c2ccccc2NC(=O)c2cscc21. As a reaction SMILES: [CH2:29]([Cl:30])[Cl:31].[CH3:20][NH:21][CH3:22].[Cl:1][CH2:2][C:3](=[O:4])[N:5]1[c:6]2[c:7]([cH:17][s:18][cH:19]2)[C:8](=[O:16])[NH:9][c:10]2[c:11]1[cH:12][cH:13][cH:14][cH:15]2.[Na+:23].[Na+:24].[O-:25][C:26](=[O:27])[O-:28]>>[CH2:2]([C:3](=[O:4])[N:5]1[c:6]2[c:7]([cH:17][s:18][cH:19]2)[C:8](=[O:16])[NH:9][c:10]2[c:11]1[cH:12][cH:13][cH:14][cH:15]2)[N:21]([CH3:20])[CH3:22]. Reactants: FC=1C=C(C=C(C(=O)O)C)C=CC1F (3,4-difluoro-α-methylcinnamic acid). The reagents and catalysts are O=[Pt]=O (PtO2). The solvent is CO (MeOH). Product: FC=1C=C(CC(C(=O)O)C)C=CC1F (3,4-difluoro-α-methylhydrocinnamic acid). Reaction SMILES: [F:1][C:2]1[CH:3]=[C:4]([CH:11]=[CH:12][C:13]=1[F:14])[CH:5]=[C:6]([CH3:10])[C:7]([OH:9])=[O:8]>O=[Pt]=O.CO>[F:1][C:2]1[CH:3]=[C:4]([CH:11]=[CH:12][C:13]=1[F:14])[CH2:5][CH:6]([CH3:10])[C:7]([OH:9])=[O:8]. Procedure: 28 g. (0.141 mole) of 3,4-difluoro-α-methylcinnamic acid, 1 g. of PtO2 in 250 ml. of MeOH is hydrogenated at 45 p.s.i. until the theoretical uptake is completed. The catalyst is filtered off, and the material evaporated to one-third its volume. A 15% potassium hydroxide solution (10 ml.) is added, and the mixture refluxed for 30 minutes when it is poured into water and extracted with ether (2×100 ml.). The aqueous layer is acidified with concentrated HCl and ice. The oil which comes out is extra... The reactants are C(C)(=O)SCC(C(=O)O)SC (3-(acetylthio)-2-(methylthio)propionic acid), S(=O)(Cl)Cl (thionyl chloride). The product is C(C)(=O)SCC(C(=O)Cl)SC (3-(acetylthio)-2-(methylthio)propionic acid chloride). RXN SMILES: [C:1]([S:4][CH2:5][CH:6]([S:10][CH3:11])[C:7](O)=[O:8])(=[O:3])[CH3:2].S(Cl)([Cl:14])=O>>[C:1]([S:4][CH2:5][CH:6]([S:10][CH3:11])[C:7]([Cl:14])=[O:8])(=[O:3])[CH3:2]. Reported procedure: The 3-(acetylthio)-2-(methylthio)propionic acid is refluxed in thionyl chloride for two hours. The reaction mixture is distilled to remove excess thionyl chloride and the product is distilled in vacuo to yield 3-(acetylthio)-2-(methylthio)propionic acid chloride. Reaction conditions: temperature 55 celsius, time 2 hour. Yields the product CC1([C@H]([C@@H](CCC1)C)C(=O)O)C ((1S,6R)-2,2,6-trimethylcyclohexanecarboxylic acid). Reported procedure: In a 300-ml 4-necked flask equipped with a condenser, a thermometer, a dropping funnel, and a stirrer was placed 38 g of nitric acid (aqueous 60% solution) and heated to 55° C. Then, 90 g of (1S,6R)-2,2,6-trimethylcyclohexanecarbaldehyde (14) [composition: 91% of the (1S,6R)-form, 9% of the (1R,6R)-form] synthesized in Synthesis Example 5-A) was added dropwise thereto with stirring over a period of 2 hours. After carrying out the reaction for 3 hours at the same temperature, the reaction mixture... RXN SMILES: [N+]([O-])(O)=[O:2].[CH3:5][C:6]1([CH3:15])[CH2:11][CH2:10][CH2:9][C@@H:8]([CH3:12])[C@@H:7]1[CH:13]=[O:14]>>[CH3:15][C:6]1([CH3:5])[CH2:11][CH2:10][CH2:9][C@@H:8]([CH3:12])[C@@H:7]1[C:13]([OH:2])=[O:14]. Yield: 98.7%. Reactants: [N+](=O)(O)[O-] (nitric acid), CC1([C@H]([C@@H](CCC1)C)C=O)C ((1S,6R)-2,2,6-trimethylcyclohexanecarbaldehyde). Starting materials: ClC(=O)OC1=CC=C(C=C1)[N+](=O)[O-] (4-Nitrophenyl chloroformate), CN (Methylamine), ClC(=O)OC1=CC=C(C=C1)[N+](=O)[O-] (4-Nitrophenyl chloroformate), O=C1NC(C2=C(N1C1=CC(=CC=C1)C(F)(F)F)CCC2=O)C2=C(C=C(C#N)C=C2)F (4-(2,5-dioxo-1-(3-(trifluoromethyl)phenyl)-2,3,4,5,6,7-hexahydro-1H-cyclopenta[d]pyrimidin-4-yl)-3-fluorobenzonitrile), C(C)(C)N(C(C)C)CC (N,N-diisopropylethylamine). Reagents/catalysts: CN(C1=CC=NC=C1)C (4-dimethylaminopyridine), CN(C1=CC=NC=C1)C (4-dimethylaminopyridine). Run in C(C)#N (acetonitrile). Product: C(#N)C1=CC(=C(C=C1)C1C2=C(N(C(N1C(=O)NC)=O)C1=CC(=CC=C1)C(F)(F)F)CCC2=O)F (4-(4-Cyano-2-fluorophenyl)-N-methyl-2,5-dioxo-1-(3-(trifluoromethyl)phenyl)-4,5,6,7-tetrahydro-1H-cyclopenta[d]pyrimidine-3(2H)-carboxamide). RXN SMILES: ClC(OC1C=CC([N+]([O-])=O)=CC=1)=[O:3].[O:14]=[C:15]1[N:20]([C:21]2[CH:26]=[CH:25][CH:24]=[C:23]([C:27]([F:30])([F:29])[F:28])[CH:22]=2)[C:19]2[CH2:31][CH2:32][C:33](=[O:34])[C:18]=2[CH:17]([C:35]2[CH:42]=[CH:41][C:38]([C:39]#[N:40])=[CH:37][C:36]=2[F:43])[NH:16]1.[CH:44]([N:47]([CH2:51]C)C(C)C)(C)C.CN>CN(C)C1C=CN=CC=1.C(#N)C>[C:39]([C:38]1[CH:41]=[CH:42][C:35]([CH:17]2[N:16]([C:51]([NH:47][CH3:44])=[O:3])[C:15](=[O:14])[N:20]([C:21]3[CH:26]=[CH:25][CH:24]=[C:23]([C:27]([F:28])([F:29])[F:30])[CH:22]=3)[C:19]3[CH2:31][CH2:32][C:33](=[O:34])[C:18]2=3)=[C:36]([F:43])[CH:37]=1)#[N:40]. Reported procedure: 4-Nitrophenyl chloroformate (23 mg, 0.11 mmol) is added to a solution of 4-(2,5-dioxo-1-(3-(trifluoromethyl)phenyl)-2,3,4,5,6,7-hexahydro-1H-cyclopenta[d]pyrimidin-4-yl)-3-fluorobenzonitrile (example 18, 43 mg, 0.10 mmol), N,N-diisopropylethylamine (70 μL, 0.41 mmol) and 4-dimethylaminopyridine (14 mg, 0.11 mmol) in acetonitrile (3.0 mL), and the mixture is stirred at room temperature over night. Another portion of 4-Nitrophenyl chloroformate (50 mg, 0.24 mmol) and 4-dimethylaminopyridine (30 mg... Starting materials: CCOCC, CCCCC, O=C(Cl)C(Cl)(Cl)Cl, Cc1[nH]cc(F)c1F, [K+], [K+], [Na+], O=C([O-])[O-], O=C([O-])O. Product: Cc1[nH]c(C(=O)C(Cl)(Cl)Cl)c(F)c1F. Reaction SMILES: [CH3:27][CH2:28][O:29][CH2:30][CH3:31].[CH3:32][CH2:33][CH2:34][CH2:35][CH3:36].[Cl:15][C:16]([C:17](=[O:18])[Cl:19])([Cl:20])[Cl:21].[F:1][c:2]1[c:3]([CH3:8])[nH:4][cH:5][c:6]1[F:7].[K+:10].[K+:9].[Na+:26].[O-:11][C:12]([O-:13])=[O:14].[O-:22][C:23]([OH:24])=[O:25]>>[F:1][c:2]1[c:3]([CH3:8])[nH:4][c:5]([C:17]([C:16]([Cl:15])([Cl:20])[Cl:21])=[O:18])[c:6]1[F:7]. Starting materials: BrC1=CC=CC(=N1)C(=O)OC (methyl 6-bromo-2-pyridinecarboxylate), OC1=CC=C(C=C1)B(O)O ((4-hydroxyphenyl)boronic acid), C(=O)([O-])[O-].[K+].[K+] (K2CO3), CCOC(=O)C (AcOEt). Reagents/catalysts: C=1C=CC(=CC1)[P](C=2C=CC=CC2)(C=3C=CC=CC3)[Pd]([P](C=4C=CC=CC4)(C=5C=CC=CC5)C=6C=CC=CC6)([P](C=7C=CC=CC7)(C=8C=CC=CC8)C=9C=CC=CC9)[P](C=1C=CC=CC1)(C=1C=CC=CC1)C=1C=CC=CC1 (Pd(PPh3)4). Solvent: O1CCOCC1 (dioxane), O (water). Reaction conditions: temperature 100 celsius. Yields the product OC1=CC=C(C=C1)C1=CC=CC(=N1)C(=O)OC (Methyl 6-(4-hydroxyphenyl)-2-pyridinecarboxylate). Yield: 45.6%. RXN SMILES: Br[C:2]1[N:7]=[C:6]([C:8]([O:10][CH3:11])=[O:9])[CH:5]=[CH:4][CH:3]=1.[OH:12][C:13]1[CH:18]=[CH:17][C:16](B(O)O)=[CH:15][CH:14]=1.C([O-])([O-])=O.[K+].[K+].CCOC(C)=O>O1CCOCC1.O.C1C=CC([P]([Pd]([P](C2C=CC=CC=2)(C2C=CC=CC=2)C2C=CC=CC=2)([P](C2C=CC=CC=2)(C2C=CC=CC=2)C2C=CC=CC=2)[P](C2C=CC=CC=2)(C2C=CC=CC=2)C2C=CC=CC=2)(C2C=CC=CC=2)C2C=CC=CC=2)=CC=1>[OH:12][C:13]1[CH:18]=[CH:17][C:16]([C:2]2[N:7]=[C:6]([C:8]([O:10][CH3:11])=[O:9])[CH:5]=[CH:4][CH:3]=2)=[CH:15][CH:14]=1 |f:2.3.4,^1:44,46,65,84|. Procedure details: A mixture of methyl 6-bromo-2-pyridinecarboxylate (1.35 g, 6.22 mmol, 1 eq), (4-hydroxyphenyl)boronic acid (0.945 g, 6.85 mmol, 1.1 eq), Pd(PPh3)4 (0.718 g, 0.06 mmoles, 0.01 eq) and K2CO3 (1.7 g, 12.4 mmoles, 2 eq) in dioxane (15 mL) and water (8 mL) was heated at 100° C. for 2 h. Then AcOEt was added and the organic phase was washed with water, dried over Na2SO4, filtered and evaporated to dryness. The crude compound was purified on flash chromatography on 50 g silica gel cartridge using a gra...